This data is from the Open Reaction Database (ORD), a public repository of structured organic reaction records. The task is: describe an organic reaction: reactants, conditions, products, and yield Starting materials: C1CCOC1, C[Si](C)(C)[N-][Si](C)(C)C, CCOC(C)=O, O=S(=O)(F)C(F)(F)C(F)(F)C(F)(F)C(F)(F)F, [Na+], Oc1cc2n(n1)C(c1ccccc1)=CCC2. Yields the product O=S(=O)(Oc1cc2n(n1)C(c1ccccc1)=CCC2)C(F)(F)C(F)(F)C(F)(F)C(F)(F)F. Reaction SMILES: [CH2:44]1[O:45][CH2:46][CH2:47][CH2:48]1.[CH3:18][Si:19]([N-:20][Si:21]([CH3:22])([CH3:23])[CH3:24])([CH3:25])[CH3:26].[CH3:49][CH2:50][O:51][C:52]([CH3:53])=[O:54].[F:27][C:28]([C:29]([C:30]([C:31]([F:32])([F:33])[F:34])([F:35])[F:36])([F:37])[F:38])([S:39](=[O:40])(=[O:41])[F:42])[F:43].[Na+:17].[c:1]1([C:7]2=[CH:8][CH2:9][CH2:10][c:11]3[n:12]2[n:13][c:14]([OH:16])[cH:15]3)[cH:2][cH:3][cH:4][cH:5][cH:6]1>>[c:1]1([C:7]2=[CH:8][CH2:9][CH2:10][c:11]3[n:12]2[n:13][c:14]([O:16][S:39]([C:28]([F:27])([C:29]([C:30]([C:31]([F:32])([F:33])[F:34])([F:35])[F:36])([F:37])[F:38])[F:43])(=[O:40])=[O:41])[cH:15]3)[cH:2][cH:3][cH:4][cH:5][cH:6]1.